From a dataset of the Open Reaction Database (ORD), a public repository of structured organic reaction records. describe an organic reaction: reactants, conditions, products, and yield Starting materials: CC=1C=C(C=C(O)C1)O (5-methylresorcin), CC=1C=C(C=C(O)C1)O (5-methylresorcin), C(C(=O)O)(=O)O (oxalic acid), C=1(C(=CC=CC1O)C)C=O (m-cresol-formaldehyde). Solvent: O (water), O (water). Run at temperature 60 celsius. The product is C1=C(C=CC=C1O)C.CC=1C=C(C=C(O)C1)O.C=O (m-cresol 5-methylresorcin formaldehyde). Reaction SMILES: [CH3:1][C:2]1[CH:3]=[C:4]([OH:9])[CH:5]=[C:6]([CH:8]=1)[OH:7].C(O)(=O)[C:11](O)=[O:12].C1(C=O)C(C)=CC=CC=1O>O>[CH:8]1[C:6]([OH:7])=[CH:5][CH:4]=[CH:3][C:2]=1[CH3:1].[CH3:1][C:2]1[CH:3]=[C:4]([OH:9])[CH:5]=[C:6]([CH:8]=1)[OH:7].[CH2:11]=[O:12] |f:4.5.6|. Reported procedure: Into a reactor equipped with a thermometer, an agitator, a reflux cooler and a dropping funnel were charged 108 parts of m-cresol, 108 parts of water and 1.1 parts of potassium hydroxide, and 142 parts of 37% aqueous formaldehyde solution was added dropwise to the mixture in 2 hours while agitating the resulting mixture at 60° C. After completion of the addition of the formaldehyde solution, an agitation was further continued for 3 hours at 60° C., and then the mass was cooled to obtain a homoge... Reagents/catalysts: [Fe] (iron). Run at time 1 hour. Yields the product NC=1C(=C2C(=NC1)CCC2)N2CC(CCC2)(C)NC(OC(C)(C)C)=O (tert-Butyl [1-(3-amino-6,7-dihydro-5H-cyclopenta[b]pyridin-4-yl)-3-methylpiperidin-3-yl]carbamate). The reactants are CC1(CN(CCC1)C1=C2C(=NC=C1[N+](=O)[O-])CCC2)NC(OC(C)(C)C)=O (tert-butyl [3-methyl-1-(3-nitro-6,7-dihydro-5H-cyclopenta[b]pyridin-4-yl)piperidin-3-yl]carbamate), CC(=O)O (AcOH). RXN SMILES: [CH3:1][C:2]1([NH:20][C:21](=[O:27])[O:22][C:23]([CH3:26])([CH3:25])[CH3:24])[CH2:7][CH2:6][CH2:5][N:4]([C:8]2[C:13]([N+:14]([O-])=O)=[CH:12][N:11]=[C:10]3[CH2:17][CH2:18][CH2:19][C:9]=23)[CH2:3]1.CC(O)=O>CCOC(C)=O.[Fe]>[NH2:14][C:13]1[C:8]([N:4]2[CH2:5][CH2:6][CH2:7][C:2]([NH:20][C:21](=[O:27])[O:22][C:23]([CH3:26])([CH3:25])[CH3:24])([CH3:1])[CH2:3]2)=[C:9]2[CH2:19][CH2:18][CH2:17][C:10]2=[N:11][CH:12]=1. Isolated yield 85.5%. Run in CCOC(=O)C (EtOAc). Reported procedure: A mixture of tert-butyl [3-methyl-1-(3-nitro-6,7-dihydro-5H-cyclopenta[b]pyridin-4-yl)piperidin-3-yl]carbamate (100.0 mg, 0.27 mmol), AcOH (1.44 mL) and iron powder (222 mg, 3.98 mmol) was stirred at room temperature for 1 h. The reaction mixture was diluted with EtOAc, filtered through a short silica gel plug. The residue was rinsed with fresh EtOAc and filtered. The filtrate was concentrated under reduced pressure, diluted with EtOAc and neutralized with Na2CO3 solution. After vacuum filtratio... Yield: 5.3%. Reaction conditions: time 3 hour. The reactants are ClC=1C=CC(=C(C1)C1=NN(C=C1NC(=O)C=1C=NN2C1N=CC=C2)CCNCC(=O)OCC)OC(F)F (ethyl 2-[(2-[3-[5-chloro-2-(difluoromethoxy)phenyl]-4-[pyrazolo[1,5-a]pyrimidine-3-amido]-1H-pyrazol-1-yl]ethyl)amino]acetate), CC(=O)O (AcOH), N1=CC(=CC=C1)C=O (pyridine-3-carbaldehyde), [BH3-]C#N.[Na+] (NaBH3CN). Procedure: To a solution of ethyl 2-[(2-[3-[5-chloro-2-(difluoromethoxy)phenyl]-4-[pyrazolo[1,5-a]pyrimidine-3-amido]-1H-pyrazol-1-yl]ethyl)amino]acetate (420 mg, 0.79 mmol) in EtOH (30 mL) was added AcOH (0.1 mL, 1.75 mmol), pyridine-3-carbaldehyde (126 mg, 1.18 mmol). The mixture was stirred at room temperature for 3 h and NaBH3CN (99 mg, 1.58 mmol) was added. The resulting solution was stirred at 60° C. for 12 h. The solids were filtered out. The resulting mixture was concentrated under vacuum. The resi... The solvent is CCO (EtOH). As a reaction SMILES: [Cl:1][C:2]1[CH:3]=[CH:4][C:5]([O:34][CH:35]([F:37])[F:36])=[C:6]([C:8]2[C:12]([NH:13][C:14]([C:16]3[CH:17]=[N:18][N:19]4[CH:24]=[CH:23][CH:22]=[N:21][C:20]=34)=[O:15])=[CH:11][N:10]([CH2:25][CH2:26][NH:27][CH2:28][C:29]([O:31][CH2:32][CH3:33])=[O:30])[N:9]=2)[CH:7]=1.CC(O)=O.[N:42]1[CH:47]=[CH:46][CH:45]=[C:44]([CH:48]=O)[CH:43]=1.[BH3-]C#N.[Na+]>CCO>[Cl:1][C:2]1[CH:3]=[CH:4][C:5]([O:34][CH:35]([F:37])[F:36])=[C:6]([C:8]2[C:12]([NH:13][C:14]([C:16]3[CH:17]=[N:18][N:19]4[CH:24]=[CH:23][CH:22]=[N:21][C:20]=34)=[O:15])=[CH:11][N:10]([CH2:25][CH2:26][N:27]([CH2:48][C:44]3[CH:43]=[N:42][CH:47]=[CH:46][CH:45]=3)[CH2:28][C:29]([O:31][CH2:32][CH3:33])=[O:30])[N:9]=2)[CH:7]=1 |f:3.4|. The product is ClC=1C=CC(=C(C1)C1=NN(C=C1NC(=O)C=1C=NN2C1N=CC=C2)CCN(CC(=O)OCC)CC=2C=NC=CC2)OC(F)F (ethyl 2-[(2-[3-[5-chloro-2-(difluoromethoxy)phenyl]-4-[pyrazolo[1,5-a]pyrimidine-3-amido]-1H-pyrazol-1-yl]ethyl)(pyridin-3-ylmethyl)amino]acetate). Reactants: C(C#C)Br (Propargyl bromide), C[O-].[Na+] (Sodium methoxide), solution, OC1=C(C=C(C=C1)CCNC=O)OC (N-[2-(4-hydroxy-3-methoxy-phenyl)-ethyl]-formamide). The solvent is CO (methanol), CO (methanol). Yields the product COC=1C=C(C=CC1OCC#C)CCNC=O (N-[2-(3-methoxy-4-prop-2-ynyloxy-phenyl)-ethyl]-formamide). Reaction SMILES: C[O-].[Na+].[OH:4][C:5]1[CH:10]=[CH:9][C:8]([CH2:11][CH2:12][NH:13][CH:14]=[O:15])=[CH:7][C:6]=1[O:16][CH3:17].[CH2:18](Br)[C:19]#[CH:20]>CO>[CH3:17][O:16][C:6]1[CH:7]=[C:8]([CH2:11][CH2:12][NH:13][CH:14]=[O:15])[CH:9]=[CH:10][C:5]=1[O:4][CH2:20][C:19]#[CH:18] |f:0.1|. Procedure details: Sodium methoxide (32 ml of a 5.4 M solution in methanol, 0.17 mol) is added to a solution of N-[2-(4-hydroxy-3-methoxy-phenyl)-ethyl]-formamide (32 g, 0.16 mol) in methanol (400 ml). Propargyl bromide (20 g, 0.17 mol) is added and the mixture is refluxed for 4 hours. After evaporation the residue is taken up in ethyl acetate (400 ml) and washed with water (2×200 ml). The organic layer is dried over magnesium sulfate and evaporated. The residue is submitted to flash-chromatography to give the N-[... The reactants are BrC=1SC=CN1 (2-bromothiazole), BrC1=CC=C(C=O)C=C1 (4-bromobenzaldehyde). Product: BrC1=CC=C(C=C1)C(O)C=1SC=CN1 ((4-bromophenyl)(1,3-thiazol-2-yl)methanol). RXN SMILES: Br[C:2]1[S:3][CH:4]=[CH:5][N:6]=1.[Br:7][C:8]1[CH:15]=[CH:14][C:11]([CH:12]=[O:13])=[CH:10][CH:9]=1>>[Br:7][C:8]1[CH:15]=[CH:14][C:11]([CH:12]([C:2]2[S:3][CH:4]=[CH:5][N:6]=2)[OH:13])=[CH:10][CH:9]=1. Procedure details: Using the same protocol as described in example 22, step 1, 2-bromothiazole (451 μL, 5.0 mmol) was added to 4-bromobenzaldehyde (1.018 g, 5.5 mmol). The crude residue was chromatographed on silica gel using 50% ethyl acetate in hexanes to afford the title compound. The reactants are CS(=O)(=O)NC1CCCCC1N1C(=O)c2ccc(OCc3ccccc3)cc2C(C(=O)NOCc2ccccn2)C1c1ccc(Cl)cc1Cl, Cc1cc(C)c(C)c(C)c1C, O=C(O)C(F)(F)F. Product: CS(=O)(=O)NC1CCCCC1N1C(=O)c2ccc(O)cc2C(C(=O)NOCc2ccccn2)C1c1ccc(Cl)cc1Cl. As a reaction SMILES: [CH2:1]([c:2]1[cH:3][cH:4][cH:5][cH:6][cH:7]1)[O:8][c:9]1[cH:10][c:11]2[c:16]([cH:17][cH:18]1)[C:15](=[O:19])[N:14]([CH:20]1[CH:21]([NH:26][S:27](=[O:28])(=[O:29])[CH3:30])[CH2:22][CH2:23][CH2:24][CH2:25]1)[CH:13]([c:31]1[c:32]([Cl:38])[cH:33][c:34]([Cl:37])[cH:35][cH:36]1)[CH:12]2[C:39](=[O:40])[NH:41][O:42][CH2:43][c:44]1[n:45][cH:46][cH:47][cH:48][cH:49]1.[CH3:50][c:51]1[c:52]([CH3:53])[c:54]([CH3:55])[c:56]([CH3:57])[c:58]([CH3:59])[cH:60]1.[OH:61][C:62]([C:63]([F:64])([F:65])[F:66])=[O:67]>>[OH:8][c:9]1[cH:10][c:11]2[c:16]([cH:17][cH:18]1)[C:15](=[O:19])[N:14]([CH:20]1[CH:21]([NH:26][S:27](=[O:28])(=[O:29])[CH3:30])[CH2:22][CH2:23][CH2:24][CH2:25]1)[CH:13]([c:31]1[c:32]([Cl:38])[cH:33][c:34]([Cl:37])[cH:35][cH:36]1)[CH:12]2[C:39](=[O:40])[NH:41][O:42][CH2:43][c:44]1[n:45][cH:46][cH:47][cH:48][cH:49]1. Starting materials: OC[C@H]1NCC=2NC3=CC=CC=C3C2C1 ((3S)-3-hydroxymethyl-1,2,3,4-tetrahydro-β-carboline), C(=S)=S (CS2), [OH-].[Na+] (NaOH). Run in C(C)O (ethanol), C(C)O (ethanol). Run at time 2 hour. Product: OC[C@H]1N(CC=2NC3=CC=CC=C3C2C1)C(=S)[S-].[Na+] (Sodium (3S)-3-hydroxymethyl-1,2,3,4-tetrahydro-β-carboline-2-carbodithioate). Isolated yield 71.0%. RXN SMILES: [OH:1][CH2:2][C@@H:3]1[CH2:15][C:14]2[C:13]3[C:8](=[CH:9][CH:10]=[CH:11][CH:12]=3)[NH:7][C:6]=2[CH2:5][NH:4]1.[C:16](=[S:18])=[S:17].[OH-].[Na+:20]>C(O)C>[OH:1][CH2:2][C@@H:3]1[CH2:15][C:14]2[C:13]3[C:8](=[CH:9][CH:10]=[CH:11][CH:12]=3)[NH:7][C:6]=2[CH2:5][N:4]1[C:16]([S-:18])=[S:17].[Na+:20] |f:2.3,5.6|. Procedure: To a mixture of (3S)-3-hydroxymethyl-1,2,3,4-tetrahydro-β-carboline (5.06 g), CS2 (2.0 g) and ethanol (230 ml) is added dropwise a 1N NaOH solution (25 ml) at room temperature. The mixture is stirred for 2 hours, and thereto is added ethanol. The precipitated crystals are collected by filtration and recrystallized from water-ethanol to give the title compound (5.3 g, 71%) as colorless needles, m.p. 209°-210° C. (decomp.), [α]D20 +151.8° (c=1, methanol). Starting materials: Cl.BrC1=CC=NC=C1 (4-Bromopyridine hydrochloride), C(=O)(O)C1=CC=C(C=C1)B(O)O (4-carboxyphenylboronic acid), resultant mixture, C(C)(=O)OCC (ethyl acetate), C([O-])([O-])=O.[Na+].[Na+] (sodium carbonate). Reagents/catalysts: C=1C=CC(=CC1)[P](C=2C=CC=CC2)(C=3C=CC=CC3)[Pd]([P](C=4C=CC=CC4)(C=5C=CC=CC5)C=6C=CC=CC6)([P](C=7C=CC=CC7)(C=8C=CC=CC8)C=9C=CC=CC9)[P](C=1C=CC=CC1)(C=1C=CC=CC1)C=1C=CC=CC1 (tetrakis(triphenylphosphine)palladium(0)). Run in C1(=CC=CC=C1)C (toluene), O (water). Reaction conditions: temperature 120 celsius. The product is Cl.N1=CC=C(C=C1)C1=CC=C(C(=O)O)C=C1 (4-(pyridin-4-yl)benzoic acid hydrochloride). The yield is 59.0%. RXN SMILES: [ClH:1].Br[C:3]1[CH:8]=[CH:7][N:6]=[CH:5][CH:4]=1.[C:9]([C:12]1[CH:17]=[CH:16][C:15](B(O)O)=[CH:14][CH:13]=1)([OH:11])=[O:10].C(=O)([O-])[O-].[Na+].[Na+].C(OCC)(=O)C>C1(C)C=CC=CC=1.O.C1C=CC([P]([Pd]([P](C2C=CC=CC=2)(C2C=CC=CC=2)C2C=CC=CC=2)([P](C2C=CC=CC=2)(C2C=CC=CC=2)C2C=CC=CC=2)[P](C2C=CC=CC=2)(C2C=CC=CC=2)C2C=CC=CC=2)(C2C=CC=CC=2)C2C=CC=CC=2)=CC=1>[ClH:1].[N:6]1[CH:7]=[CH:8][C:3]([C:15]2[CH:16]=[CH:17][C:12]([C:9]([OH:11])=[O:10])=[CH:13][CH:14]=2)=[CH:4][CH:5]=1 |f:0.1,3.4.5,10.11,^1:44,46,65,84|. Procedure details: 4-Bromopyridine hydrochloride (11.7 g) and 4-carboxyphenylboronic acid (10.0 g) were dissolved in a solvent mixture of toluene (250 mL) and water (250 mL), and to the solution were sequentially added tetrakis(triphenylphosphine)palladium(0) (5.0 g) and anhydrous sodium carbonate (25.4 g), followed by heating under reflux at 120° C. for 19 hours. After the resultant mixture was cooled to room temperature, ethyl acetate was added thereto, and the thus-obtained mixture was extracted with water. Con...